From a dataset of the Open Reaction Database (ORD), a public repository of structured organic reaction records. describe an organic reaction: reactants, conditions, products, and yield Reactants: C1COCCO1, COc1cc2nccc(Oc3ccc(-c4cnc(Cl)n(C)c4=O)cc3F)c2cc1OC, Cl, Nc1cccc(F)c1. Yields the product COc1cc2nccc(Oc3ccc(-c4cnc(Nc5cccc(F)c5)n(C)c4=O)cc3F)c2cc1OC. RXN SMILES: [CH2:41]1[O:42][CH2:43][CH2:44][O:45][CH2:46]1.[Cl:1][c:2]1[n:3][cH:4][c:5](-[c:10]2[cH:11][c:12]([F:31])[c:13]([O:16][c:17]3[cH:18][cH:19][n:20][c:21]4[cH:22][c:23]([O:29][CH3:30])[c:24]([O:27][CH3:28])[cH:25][c:26]34)[cH:14][cH:15]2)[c:6](=[O:9])[n:7]1[CH3:8].[ClH:40].[F:32][c:33]1[cH:34][c:35]([NH2:36])[cH:37][cH:38][cH:39]1>>[c:2]1([NH:36][c:35]2[cH:34][c:33]([F:32])[cH:39][cH:38][cH:37]2)[n:3][cH:4][c:5](-[c:10]2[cH:11][c:12]([F:31])[c:13]([O:16][c:17]3[cH:18][cH:19][n:20][c:21]4[cH:22][c:23]([O:29][CH3:30])[c:24]([O:27][CH3:28])[cH:25][c:26]34)[cH:14][cH:15]2)[c:6](=[O:9])[n:7]1[CH3:8].